From a dataset of the Open Reaction Database (ORD), a public repository of structured organic reaction records. describe an organic reaction: reactants, conditions, products, and yield The reactants are CC1(C=C(CC[C@@H]1OC1OCCCC1)CO)C ((4S)-3,3-dimethyl-4-tetrahydropyranyloxy-1-hydroxymethylcyclohexene), C(CC)(=O)O (propionic acid), C(C)(OCC)([O-])[O-] (ethyl ortho-acetate). Run at temperature 140 celsius, time 6 hour. The product is C(C)OC(CC1C([C@H](CCC1=C)OC1OCCCC1)(C)C)=O (ethyl[(1RS,3S)-2,2-dimethyl-6-methylene-3-tetrahydropyranyloxycyclohexyl]acetate). The yield is 96.0%. Reaction SMILES: [CH3:1][C:2]1([CH3:17])[C@@H:7]([O:8][CH:9]2[CH2:14][CH2:13][CH2:12][CH2:11][O:10]2)[CH2:6][CH2:5][C:4]([CH2:15]O)=[CH:3]1.C(O)(=O)CC.[C:23]([O-])([O-:28])([O:25][CH2:26][CH3:27])[CH3:24]>>[CH2:26]([O:25][C:23](=[O:28])[CH2:24][CH:3]1[C:4](=[CH2:15])[CH2:5][CH2:6][C@H:7]([O:8][CH:9]2[CH2:14][CH2:13][CH2:12][CH2:11][O:10]2)[C:2]1([CH3:17])[CH3:1])[CH3:27]. Reported procedure: Compound (9) (9.45 g, 39.3 mmoles) and propionic acid were dissolved in newly distilled ethyl ortho-acetate (51.0 g, 314 mmoles). The solution was stirred at 140° C. for 6 hours while distilling off ethanol. Ethyl ortho-acetate was removed from the resulting reaction mixture, and the residue was concentrated. After cooling, the residue was diluted with ether. The ether solution was washed with a saturated aqueous solution of sodium hydrogencarbonate and then with an aqueous solution of sodium ch...